The task is: describe an organic reaction: reactants, conditions, products, and yield. This data is from the Open Reaction Database (ORD), a public repository of structured organic reaction records. Starting materials: C1CC(=O)N(C1=O)Cl (NCS), C1(=CC=CC=C1)P(C1=CC=CC=C1)C1=CC=CC=C1 (Triphenylphosphine), FC1=C(C=CC=C1F)[C@H]1[C@@H](C=2C(=NC=CC2)[C@@H](CC1)O[Si](C(C)C)(C(C)C)C(C)C)O ((5S,6S,9R)-6-(2,3-difluorophenyl)-9-(triisopropylsilyloxy)-6,7,8,9-tetrahydro-5H-cyclohepta[b]pyridin-5-ol). The solvent is O1CCCC1 (tetrahydrofuran). Conditions: time 5 minute. Product: Cl[C@@H]1[C@@H](CC[C@H](C2=NC=CC=C21)O[Si](C(C)C)(C(C)C)C(C)C)C2=C(C(=CC=C2)F)F ((5R,6S,9R)-5-chloro-6-(2,3-difluorophenyl)-9-(triisopropylsilyloxy)-6,7,8,9-tetrahydro-5H-cyclohepta[b]pyridine). Isolated yield 82.9%. RXN SMILES: C1C(=O)N([Cl:8])C(=O)C1.C1(P(C2C=CC=CC=2)C2C=CC=CC=2)C=CC=CC=1.[F:28][C:29]1[C:34]([F:35])=[CH:33][CH:32]=[CH:31][C:30]=1[C@@H:36]1[CH2:46][CH2:45][C@@H:44]([O:47][Si:48]([CH:55]([CH3:57])[CH3:56])([CH:52]([CH3:54])[CH3:53])[CH:49]([CH3:51])[CH3:50])[C:39]2=[N:40][CH:41]=[CH:42][CH:43]=[C:38]2[C@H:37]1O>O1CCCC1>[Cl:8][C@H:37]1[C:38]2[C:39](=[N:40][CH:41]=[CH:42][CH:43]=2)[C@H:44]([O:47][Si:48]([CH:55]([CH3:57])[CH3:56])([CH:52]([CH3:54])[CH3:53])[CH:49]([CH3:51])[CH3:50])[CH2:45][CH2:46][C@H:36]1[C:30]1[CH:31]=[CH:32][CH:33]=[C:34]([F:35])[C:29]=1[F:28]. Procedure details: In an oven-dried 250 mL round-bottom flask was suspended NCS (0.751 g, 5.62 mmol) in tetrahydrofuran (15 mL). Triphenylphosphine (1.475 g, 5.62 mmol) was added. After stirring under nitrogen for 5 min, (5S,6S,9R)-6-(2,3-difluorophenyl)-9-(triisopropylsilyloxy)-6,7,8,9-tetrahydro-5H-cyclohepta[b]pyridin-5-ol (1.007 g, 2.250 mmol) was added in one portion to the gray suspension. The resulting reddish suspension was stirred at room temperature. The solids gradually dissolved to give a tan solution.... Reactants: CC1=NC=CC(=C1)C#C[Si](C)(C)C (2-methyl-4-trimethylsilanylethynyl-pyridine), IC1=CN=C(N1)C(C)C (5-iodo-2-isopropyl-1H-imidazole). Yields the product C(C)(C)C=1NC=C(N1)C#CC1=CC(=NC=C1)C (4-(2-Isopropyl-1H-imidazol-4-ylethynyl)-2-methyl-pyridine). RXN SMILES: [CH3:1][C:2]1[CH:7]=[C:6]([C:8]#[C:9][Si](C)(C)C)[CH:5]=[CH:4][N:3]=1.I[C:15]1[NH:19][C:18]([CH:20]([CH3:22])[CH3:21])=[N:17][CH:16]=1>>[CH:20]([C:18]1[NH:17][CH:16]=[C:15]([C:9]#[C:8][C:6]2[CH:5]=[CH:4][N:3]=[C:2]([CH3:1])[CH:7]=2)[N:19]=1)([CH3:22])[CH3:21]. Reported procedure: 4-(2-Isopropyl-1H-imidazol-4-ylethynyl)-2-methyl-pyridine (II-2) [MS: m/e=226.4 (M+H+)] was prepared in analogy to the method as described in example II-1, method A2, step 3 from 2-methyl-4-trimethylsilanylethynyl-pyridine and 5-iodo-2-isopropyl-1H-imidazole. Starting materials: C1=CC=CC=C1 (benzene), C1(=CC=C(C=C1)[Mg]Br)C (p-tolyl magnesium bromide), C1=CC=CC=C1 (benzene), ClC(=O)C1=CC=C(N1C)CC(=O)OCC (ethyl 5-chlorocarbonyl-1-methylpyrrole-2-acetate), Cl (HCl). The reagents and catalysts are [Cl-].[Cd+2].[Cl-] (cadmium chloride). Solvent: CCOCC (ether). Conditions: time 1 hour. Product: CN1C(=CC=C1C(=O)C1=CC=C(C=C1)C)CC(=O)OCC (ethyl 1-methyl-5-p-toluoylpyrrole-2-acetate). As a reaction SMILES: [C:1]1([CH3:9])[CH:6]=[CH:5][C:4]([Mg]Br)=[CH:3][CH:2]=1.C1C=CC=CC=1.Cl[C:17]([C:19]1[N:23]([CH3:24])[C:22]([CH2:25][C:26]([O:28][CH2:29][CH3:30])=[O:27])=[CH:21][CH:20]=1)=[O:18].Cl>CCOCC.[Cl-].[Cd+2].[Cl-]>[CH3:24][N:23]1[C:19]([C:17]([C:4]2[CH:5]=[CH:6][C:1]([CH3:9])=[CH:2][CH:3]=2)=[O:18])=[CH:20][CH:21]=[C:22]1[CH2:25][C:26]([O:28][CH2:29][CH3:30])=[O:27] |f:5.6.7|. Reported procedure: To a solution of 0.0516 mole of p-tolyl magnesium bromide in ether (40 ml.) is added 5.0 g. (0.0274 mole) of cadmium chloride. The mixture is refluxed for 20 minutes, 50 ml. of dry benzene is added and the ether is distilled off. To this solution of di-(p-tolyl) cadmium is added dropwise 5.9 g. (0.0258 mole) of ethyl 5-chlorocarbonyl-1-methylpyrrole-2-acetate in 25 ml. of benzene. The mixture is stirred at room temperature for 1 hour and poured into dilute HCl. The mixture is extracted with ethe... Starting materials: C(C)(=O)[O-].[K+] (potassium acetate), [OH-].[Na+] (NaOH), CN(C)C=O (DMF), O=P(Cl)(Cl)Cl (POCl3), N1C(=CC=C1)CN1CCOCC1 (4-(1H-Pyrrol-2-ylmethyl)-morpholine). Run in C(Cl)Cl (DCM). Run at temperature 40 celsius, time 5 minute. Product: N1(CCOCC1)CC1=CC=C(N1)C=O (5-Morpholin-4-ylmethyl-1H-pyrrole-2-carbaldehyde). As a reaction SMILES: CN([CH:4]=[O:5])C.O=P(Cl)(Cl)Cl.[NH:11]1[CH:15]=[CH:14][CH:13]=[C:12]1[CH2:16][N:17]1[CH2:22][CH2:21][O:20][CH2:19][CH2:18]1.C([O-])(=O)C.[K+].[OH-].[Na+]>C(Cl)Cl>[N:17]1([CH2:16][C:12]2[NH:11][C:15]([CH:4]=[O:5])=[CH:14][CH:13]=2)[CH2:18][CH2:19][O:20][CH2:21][CH2:22]1 |f:3.4,5.6|. Reported procedure: To a solution of DMF (18.04 mmoles) in DCM (10 ml) there is added POCl3, dropwise, at 0° C. After stirring for 5 minutes, a solution of the compound obtained in Step A (9.02 mmoles) is added dropwise. After stirring for 3 hours at 0° C., the reaction mixture is heated at 40° C. for 30 minutes. At ambient temperature, an aqueous solution of potassium acetate (32 mmoles) is added and then the reaction mixture is stirred at 40° C. for 30 minutes. At ambient temperature, the solution is brought to a...